From a dataset of the Open Reaction Database (ORD), a public repository of structured organic reaction records. describe an organic reaction: reactants, conditions, products, and yield Procedure: The compound was synthesized as ditrifluoroacetate salt starting from 5-aminobenzimidazole (0.585 g, 4.4 mmol), 4-(2-morpholinoethoxy)benzaldehyde (0.941 g, 4 mmol), TMSCN (0.5 mL, 4 mmol), PdC (10%, 0.02 g), TEA (1.34 mL, 9.6 mmol), di-(imidazol-1-yl)methanone (0.582 g, 3.6 mmol) as described in method 2. The product was purified by means of preparative HPLC. As a reaction SMILES: [NH2:1][C:2]1[CH:10]=[CH:9][C:5]2[N:6]=[CH:7][NH:8][C:4]=2[CH:3]=1.[O:11]1[CH2:16][CH2:15][N:14]([CH2:17][CH2:18][O:19][C:20]2[CH:27]=[CH:26][C:23]([CH:24]=O)=[CH:22][CH:21]=2)[CH2:13][CH2:12]1.[Si](C#N)(C)(C)C.[N:34]1([C:39](N2C=CN=C2)=[O:40])C=CN=[CH:35]1>>[O:11]1[CH2:16][CH2:15][N:14]([CH2:17][CH2:18][O:19][C:20]2[CH:27]=[CH:26][C:23]([CH:24]3[N:1]([C:2]4[CH:10]=[CH:9][C:5]5[N:6]=[CH:7][NH:8][C:4]=5[CH:3]=4)[C:39](=[O:40])[NH:34][CH2:35]3)=[CH:22][CH:21]=2)[CH2:13][CH2:12]1. The reactants are PdC, ditrifluoroacetate, [Si](C)(C)(C)C#N (TMSCN), N1(C=NC=C1)C(=O)N1C=NC=C1 (di-(imidazol-1-yl)methanone), NC1=CC2=C(N=CN2)C=C1 (5-aminobenzimidazole), O1CCN(CC1)CCOC1=CC=C(C=O)C=C1 (4-(2-morpholinoethoxy)benzaldehyde), TEA. Product: O1CCN(CC1)CCOC1=CC=C(C=C1)C1CNC(N1C=1C=CC2=C(NC=N2)C1)=O (5-(4-(2-morpholinoethoxy)phenyl)-1-(1H-benzo[d]imidazol-6-yl)imidazolidin-2-one). Starting materials: Cl (HCl), ClC=1C=C(C=CC1Cl)C1(N(C(N(C1)CC1=CC(=CC(=C1)C(F)(F)F)C(F)(F)F)=O)C)CCOS(=O)(=O)C (4-(3,4-Dichlorophenyl)-4-[2-(methanesulfonyloxy)ethyl]-3-methyl-1-[3,5-bis(trifluoromethyl)benzyl]imidazolidin-2-one), C1(=CC=CC=C1)C1CCNCC1 (4-phenylpiperidine), C(=O)([O-])[O-].[K+].[K+] (K2CO3). Run in O (water), CCOCC (ether), CN(C)C=O (DMF), CCOCC (ether). Conditions: temperature 80 celsius. The product is Cl.ClC=1C=C(C=CC1Cl)C1(N(C(N(C1)CC1=CC(=CC(=C1)C(F)(F)F)C(F)(F)F)=O)C)CCN1CCC(CC1)C1=CC=CC=C1 (4-(3,4-Dichlorophenyl)-3-methyl-4-[2-(4-phenylpiperid-1-yl)ethyl]-1-[3,5-bis(trifluoromethyl)benzyl]-imidazolidin-2-one hydrochloride). Isolated yield 77.6%. RXN SMILES: [Cl:1][C:2]1[CH:3]=[C:4]([C:9]2([CH2:31][CH2:32]OS(C)(=O)=O)[CH2:13][N:12]([CH2:14][C:15]3[CH:20]=[C:19]([C:21]([F:24])([F:23])[F:22])[CH:18]=[C:17]([C:25]([F:28])([F:27])[F:26])[CH:16]=3)[C:11](=[O:29])[N:10]2[CH3:30])[CH:5]=[CH:6][C:7]=1[Cl:8].[C:38]1([CH:44]2[CH2:49][CH2:48][NH:47][CH2:46][CH2:45]2)[CH:43]=[CH:42][CH:41]=[CH:40][CH:39]=1.C([O-])([O-])=O.[K+].[K+].Cl>CN(C=O)C.CCOCC.O>[ClH:1].[Cl:1][C:2]1[CH:3]=[C:4]([C:9]2([CH2:31][CH2:32][N:47]3[CH2:48][CH2:49][CH:44]([C:38]4[CH:43]=[CH:42][CH:41]=[CH:40][CH:39]=4)[CH2:45][CH2:46]3)[CH2:13][N:12]([CH2:14][C:15]3[CH:16]=[C:17]([C:25]([F:26])([F:28])[F:27])[CH:18]=[C:19]([C:21]([F:22])([F:24])[F:23])[CH:20]=3)[C:11](=[O:29])[N:10]2[CH3:30])[CH:5]=[CH:6][C:7]=1[Cl:8] |f:2.3.4,9.10|. Procedure: A mixture of 0.55 g of the compound obtained in step C of EXAMPLE 30, 0.47 g of 4-phenylpiperidine and 0.5 g of K2CO3 in 4 ml of DMF is heated at 80° C. for 5 hours. After cooling, the reaction mixture is poured into iced water and extracted with AcOEt, the organic phase is washed with 1 N NaOH solution and with water and dried over MgSO4 and the solvent is evaporated off under vacuum. The residue is chromatographed on silica H using DCM and then a DCM/MeOH mixture (98/2; v/v) as the eluent. The... Starting materials: C(C)(C)(C)OC(N(CC(NC1=NC=CC=C1)=O)C1CCN(CC1)CCN1C(C=C(C2=CC=C(C=C12)OC)C)=O)=O (tert-butyl(1-(2-(7-methoxy-4-methyl-2-oxoquinolin-1(2H)-yl)ethyl)piperidin-4-yl)(2-oxo-2-(pyridin-2-ylamino)ethyl)carbamate), FC(C(=O)O)(F)F (trifluoroacetic acid). The solvent is ClCCl (dichloromethane). Conditions: time 30 minute. Product: N1=C(C=CC=C1)NC(CNC1CCN(CC1)CCN1C(C=C(C2=CC=C(C=C12)OC)C)=O)=O (N- (pyridin-2-yl)-N2-(1-(2-(7-methoxy-4-methyl-2-oxoquinolin-1(2H)-yl)ethyl)piperidin-4-yl)glycinamide). The yield is 92.3%. Reaction SMILES: C(OC(=O)[N:7]([CH:18]1[CH2:23][CH2:22][N:21]([CH2:24][CH2:25][N:26]2[C:35]3[C:30](=[CH:31][CH:32]=[C:33]([O:36][CH3:37])[CH:34]=3)[C:29]([CH3:38])=[CH:28][C:27]2=[O:39])[CH2:20][CH2:19]1)[CH2:8][C:9](=[O:17])[NH:10][C:11]1[CH:16]=[CH:15][CH:14]=[CH:13][N:12]=1)(C)(C)C.FC(F)(F)C(O)=O>ClCCl>[N:12]1[CH:13]=[CH:14][CH:15]=[CH:16][C:11]=1[NH:10][C:9](=[O:17])[CH2:8][NH:7][CH:18]1[CH2:23][CH2:22][N:21]([CH2:24][CH2:25][N:26]2[C:35]3[C:30](=[CH:31][CH:32]=[C:33]([O:36][CH3:37])[CH:34]=3)[C:29]([CH3:38])=[CH:28][C:27]2=[O:39])[CH2:20][CH2:19]1. Reported procedure: To 5 mL of a dichloromethane solution containing 0.11 g of tert-butyl(1-(2-(7-methoxy-4-methyl-2-oxoquinolin-1(2H)-yl)ethyl)piperidin-4-yl)(2-oxo-2-(pyridin-2-ylamino)ethyl)carbamate, 5 mL of trifluoroacetic acid was added and stirred at room temperature for 30 min. The solvent was removed under reduced pressure, chloroform and water were added, and adjusted to pH 13 with 20% aqueous sodium hydroxide solution under ice-cooling. The organic layer was separated, and the aqueous layer was extracted... As a reaction SMILES: [Br:22][CH2:23][c:24]1[cH:25][cH:26][c:27]([C:28]#[N:29])[cH:30][cH:31]1.[Cl:1][c:2]1[cH:3][cH:4][c:5]([S:8](=[O:9])(=[O:10])[NH:11][CH:12]2[CH:13]([C:19](=[O:20])[NH2:21])[CH2:14][CH2:15][CH2:16][CH2:17][CH2:18]2)[cH:6][cH:7]1>>[Cl:1][c:2]1[cH:3][cH:4][c:5]([S:8](=[O:9])(=[O:10])[N:11]([CH:12]2[CH:13]([C:19](=[O:20])[NH2:21])[CH2:14][CH2:15][CH2:16][CH2:17][CH2:18]2)[CH2:23][c:24]2[cH:25][cH:26][c:27]([C:28]#[N:29])[cH:30][cH:31]2)[cH:6][cH:7]1. Yields the product N#Cc1ccc(CN(C2CCCCCC2C(N)=O)S(=O)(=O)c2ccc(Cl)cc2)cc1. Reactants: N#Cc1ccc(CBr)cc1, NC(=O)C1CCCCCC1NS(=O)(=O)c1ccc(Cl)cc1. Reactants: [Na] (sodium), [OH-].[Na+] (Sodium hydroxide), Cl (HCl), CO (Methanol), ClC=1N=C(C(=NC1)C(=O)OC)C (Methyl 5-chloro-3-methylpyrazine-2-carboxylate). Reaction conditions: temperature 45 celsius, time 40 minute. Product: COC=1N=C(C(=NC1)C(=O)O)C (5-Methoxy-3-methylpyrazine-2-carboxylic acid). Isolated yield 100.9%. RXN SMILES: [Na].[CH3:2][OH:3].Cl[C:5]1[N:6]=[C:7]([CH3:15])[C:8]([C:11]([O:13]C)=[O:12])=[N:9][CH:10]=1.[OH-].[Na+].Cl>>[CH3:2][O:3][C:5]1[N:6]=[C:7]([CH3:15])[C:8]([C:11]([OH:13])=[O:12])=[N:9][CH:10]=1 |f:3.4,^1:0|. Procedure: A flask was charged with sodium (0.813 g, 35.4 mmol), purged with Argon. and placed in a room temperature water bath. Methanol (47.7 mL, 1179 mmol) was added slowly. After 40 min, methyl 5-chloro-3-methylpyrazine-2-carboxylate (step 3, 2.2 g, 11.79 mmol) was added. The vessel was sealed and heated to 45° C. for 1.5 hs. Sodium hydroxide (1M, 12.97 mL, 12.97 mmol) was added and heating was continued for 1.5 hs. The reaction mixture was concentrated uncle reduced pressure and the residue was dissol... The reactants are C1(=CC=CC=C1)[C@H](C)NC1=NC=CC(=N1)N1C=NC2=C1C=C(C=C2)I (2-[(S)-1-Phenylethylamino]-4-[6-iodobenzimidazol-1-yl]pyrimidine), BrC1=CC=C(C=C1)B(O)O (4-bromophenylboronic acid). The product is C1(=CC=CC=C1)[C@H](C)NC1=NC=CC(=N1)N1C=NC2=C1C=C(C=C2)C2=CC=C(C=C2)Br (2-[(S)-1-Phenylethylamino]-4-[6-(4-bromophenyl)benzimidazol-1-yl]pyrimidine). Reaction SMILES: [C:1]1([C@@H:7]([NH:9][C:10]2[N:15]=[C:14]([N:16]3[C:20]4[CH:21]=[C:22](I)[CH:23]=[CH:24][C:19]=4[N:18]=[CH:17]3)[CH:13]=[CH:12][N:11]=2)[CH3:8])[CH:6]=[CH:5][CH:4]=[CH:3][CH:2]=1.[Br:26][C:27]1[CH:32]=[CH:31][C:30](B(O)O)=[CH:29][CH:28]=1>>[C:1]1([C@@H:7]([NH:9][C:10]2[N:15]=[C:14]([N:16]3[C:20]4[CH:21]=[C:22]([C:30]5[CH:31]=[CH:32][C:27]([Br:26])=[CH:28][CH:29]=5)[CH:23]=[CH:24][C:19]=4[N:18]=[CH:17]3)[CH:13]=[CH:12][N:11]=2)[CH3:8])[CH:6]=[CH:5][CH:4]=[CH:3][CH:2]=1. Procedure: The title compound was prepared according to the procedure described in EXAMPLE 416, starting from 2-[(S)-1-Phenylethylamino]-4-[6-iodobenzimidazol-1-yl]pyrimidine and 4-bromophenylboronic acid. Mass spectrum (ESI) 472.1 (M+1) Reactants: CN1C=NC2=C1C=C(C=C2)C(=O)NN (1-methyl-1H-benzimidazole-6-carbohydrazide), FC=1C=C(C=CC1)CCC(=O)O (3-(3-fluorophenyl)propionic acid). The product is FC=1C=C(C=CC1)CCC1=NN=C(O1)C=1C=CC2=C(N(C=N2)C)C1 (6-[5-[2-(3-fluorophenyl)ethyl]-1,3,4-oxadiazol-2-yl]-1-methyl-1H-benzimidazole). The yield is 66.0%. As a reaction SMILES: [CH3:1][N:2]1[C:6]2[CH:7]=[C:8]([C:11]([NH:13][NH2:14])=[O:12])[CH:9]=[CH:10][C:5]=2[N:4]=[CH:3]1.[F:15][C:16]1[CH:17]=[C:18]([CH2:22][CH2:23][C:24](O)=O)[CH:19]=[CH:20][CH:21]=1>>[F:15][C:16]1[CH:17]=[C:18]([CH2:22][CH2:23][C:24]2[O:12][C:11]([C:8]3[CH:9]=[CH:10][C:5]4[N:4]=[CH:3][N:2]([CH3:1])[C:6]=4[CH:7]=3)=[N:13][N:14]=2)[CH:19]=[CH:20][CH:21]=1. Reported procedure: In the same manner as in Example 14 and using 1-methyl-1H-benzimidazole-6-carbohydrazide instead of 1H-benzotriazole-5-carbohydrazide and 3-(3-fluorophenyl)propionic acid instead of 3-(3-cyanophenyl)propionic acid, the title compound (yield 66%) was obtained as colorless crystals.